Dataset: the Open Reaction Database (ORD), a public repository of structured organic reaction records. Task: describe an organic reaction: reactants, conditions, products, and yield Reactants: CCOC(=O)c1c(-c2ccc(-c3ncccc3[N+](=O)[O-])cc2)c(C#N)c(CC)n1C, CCO, O, O, Cl[Sn]Cl. Product: CCOC(=O)c1c(-c2ccc(-c3ncccc3N)cc2)c(C#N)c(CC)n1C. Reaction SMILES: [CH2:6]([CH3:7])[O:8][C:9](=[O:10])[c:11]1[n:12]([CH3:35])[c:13]([CH2:33][CH3:34])[c:14]([C:31]#[N:32])[c:15]1-[c:16]1[cH:17][cH:18][c:19](-[c:22]2[n:23][cH:24][cH:25][cH:26][c:27]2[N+:28]([O-:29])=[O:30])[cH:20][cH:21]1.[CH3:36][CH2:37][OH:38].[OH2:1].[OH2:2].[Sn:3]([Cl:4])[Cl:5]>>[CH2:6]([CH3:7])[O:8][C:9](=[O:10])[c:11]1[n:12]([CH3:35])[c:13]([CH2:33][CH3:34])[c:14]([C:31]#[N:32])[c:15]1-[c:16]1[cH:17][cH:18][c:19](-[c:22]2[n:23][cH:24][cH:25][cH:26][c:27]2[NH2:28])[cH:20][cH:21]1.